From a dataset of the Open Reaction Database (ORD), a public repository of structured organic reaction records. describe an organic reaction: reactants, conditions, products, and yield Starting materials: hydroxyl, CS(=O)C.[Cl-].[Na+].O (dimethyl sulfoxide sodium chloride water), amino ester, substituted N-carbobenzoxy-L-alanine, diazo ketone, hydroxypyrrolone ester, hydroxypyrrolone ester, C(C)(=O)OC(C)=O.N1=CC=CC=C1 (acetic anhydride pyridine). The reagents and catalysts are [Ag]=O.CO (silver oxide methanol), [Pd] (Pd/C), 4-N,N-dimethylaminopyridine. Conditions: time 1.5 hour. The product is Methyl L-3-amino-(substituted phenyl)butyrate, C(C)(=O)O.C(C)(=O)N1C(CC=C1)=O (N-acetyl pyrrolone acetate). As a reaction SMILES: [C:1]([O:4][C:5](=[O:7])[CH3:6])(=[O:3])[CH3:2].[N:8]1[CH:13]=[CH:12]C=[CH:10][CH:9]=1.CS(C)=[O:16].[Cl-].[Na+].O>[Ag]=O.CO.[Pd]>[C:1]([OH:4])(=[O:3])[CH3:2].[C:9]([N:8]1[CH:13]=[CH:12][CH2:6][C:5]1=[O:7])(=[O:16])[CH3:10] |f:0.1,2.3.4.5,6.7,9.10|. Procedure details: Methyl L-3-amino-(substituted phenyl)butyrate 16 is prepared from the appropriately substituted N-carbobenzoxy-L-alanine by Arndt-Eistert homologation, via the silver oxide-methanol rearrangement of the diazo ketone, followed by 10% Pd/C hydrogenolysis. The amino ester 16 is convened into the hydroxypyrrolone ester 17 by the method of Southwick, P. L., and R. T. Crouch, J. Am. Chem. Soc. 75:3413 (1953). The hydroxypyrrolone ester 17 is then treated with acetic anhydride-pyridine, with 4-N,N-dime...